This data is from the Open Reaction Database (ORD), a public repository of structured organic reaction records. The task is: describe an organic reaction: reactants, conditions, products, and yield Starting materials: C[C@@H]1CN(C[C@@H](N1)C)CC1=NN(C=C1)C=1C(=NC=CC1)N1CCC(CC1)NC1=CC=C(C=C1)F (1-[3-(3-{[(3R,5S)-3,5-Dimethyl-1-piperazinyl]methyl}-1H-pyrazol-1-yl)-2-pyridinyl]-N-(4-fluorophenyl)-4-piperidinamine), Cl (HCl), C(C)OCC (diethylether). The solvent is C(Cl)Cl (DCM). Product: Cl.C[C@@H]1CN(C[C@@H](N1)C)CC1=NN(C=C1)C=1C(=NC=CC1)N1CCC(CC1)NC1=CC=C(C=C1)F (1-[3-(3{[(3R,5S)-3,5-dimethyl-1-piperazinyl]methyl}-1H-pyrazol-1-yl)-2-pyridinyl]-N-(4-fluorophenyl)-4-piperidinamine hydrochloride). RXN SMILES: [CH3:1][C@H:2]1[NH:7][C@@H:6]([CH3:8])[CH2:5][N:4]([CH2:9][C:10]2[CH:14]=[CH:13][N:12]([C:15]3[C:16]([N:21]4[CH2:26][CH2:25][CH:24]([NH:27][C:28]5[CH:33]=[CH:32][C:31]([F:34])=[CH:30][CH:29]=5)[CH2:23][CH2:22]4)=[N:17][CH:18]=[CH:19][CH:20]=3)[N:11]=2)[CH2:3]1.[ClH:35].C(OCC)C>C(Cl)Cl>[ClH:35].[CH3:1][C@H:2]1[NH:7][C@@H:6]([CH3:8])[CH2:5][N:4]([CH2:9][C:10]2[CH:14]=[CH:13][N:12]([C:15]3[C:16]([N:21]4[CH2:22][CH2:23][CH:24]([NH:27][C:28]5[CH:33]=[CH:32][C:31]([F:34])=[CH:30][CH:29]=5)[CH2:25][CH2:26]4)=[N:17][CH:18]=[CH:19][CH:20]=3)[N:11]=2)[CH2:3]1 |f:4.5|. Procedure details: E1 (0.42 g, 0.91 mmol) was taken up in DCM (10 ml) and 1.2M HCl in diethylether (0.76 ml, 0.91 mmol) was added. Removal of the solvent in vacuo yielded the title compound as a yellow solid (0.45 g), δH (DMSO-d6) 1.08 (6H, d), 1.83 (2H, d), 2.07 (2H, br t), 2.72 (2H, t), 2.95 (2H, br d), 3.16 (2H, d), 3.25 (3H, br s), 3.64 (2H, s), 5.38 (1H, br d), 6.45 (1H, s), 6.56 (2H, br s), 6.88 (2H, t), 7.03 (1H, m), 7.69 (1H, d), 8.12 (1H, s), 8.26 (2H, m), 9.09 (1H, br s). Reactants: C, CO, Cc1ccc(C=CCC(=O)O)c(C)c1, [Pd]. Product: Cc1ccc(CCCC(=O)O)c(C)c1. As a reaction SMILES: [C:17].[CH3:15][OH:16].[CH3:1][c:2]1[c:3]([CH:9]=[CH:10][CH2:11][C:12](=[O:13])[OH:14])[cH:4][cH:5][c:6]([CH3:8])[cH:7]1.[Pd:18]>>[CH3:1][c:2]1[c:3]([CH2:9][CH2:10][CH2:11][C:12](=[O:13])[OH:14])[cH:4][cH:5][c:6]([CH3:8])[cH:7]1. Reactants: CS(=O)(=O)O (Methanesulfonic acid), CC1(OC=C(C1=O)C1=CC=C(C=C1)OCC1=NC=C(C=C1)C)C (2,2-dimethyl-4-(4-((5-methylpyridin-2-yl)methoxy)phenyl)furan-3(2H)-one). Solvent: C(Cl)Cl (DCM), C(C)OCC (diethyl ether). Run at time 4 hour. Yields the product CS(=O)(=O)O.COC1=CC=C(C=C1)C1=C(C(C(O1)(C)C)=O)C1=CC=C(C=C1)OCC1=NC=C(C=C1)C (5-(4-Methoxyphenyl)-2,2-dimethyl-4-(4-((5-methylpyridin-2-yl)methoxy)phenyl)furan-3(2H)-one methanesulfonate). Isolated yield 162.9%. As a reaction SMILES: [CH3:1][S:2]([OH:5])(=[O:4])=[O:3].[CH3:6][C:7]1([CH3:28])[C:11](=[O:12])[C:10]([C:13]2[CH:18]=[CH:17][C:16]([O:19][CH2:20][C:21]3[CH:26]=[CH:25][C:24]([CH3:27])=[CH:23][N:22]=3)=[CH:15][CH:14]=2)=[CH:9][O:8]1>C(Cl)Cl.C(OCC)C>[CH3:1][S:2]([OH:5])(=[O:4])=[O:3].[CH3:20][O:19][C:16]1[CH:17]=[CH:18][C:13]([C:9]2[O:8][C:7]([CH3:28])([CH3:6])[C:11](=[O:12])[C:10]=2[C:13]2[CH:14]=[CH:15][C:16]([O:19][CH2:20][C:21]3[CH:26]=[CH:25][C:24]([CH3:27])=[CH:23][N:22]=3)=[CH:17][CH:18]=2)=[CH:14][CH:15]=1 |f:4.5|. Reported procedure: Methanesulfonic acid (462 mg, 4.8 mmol) was added to a solution of 544-methoxyphenyl)-2,2-dimethyl-4-(4-((5-methylpyridin-2-yl)methoxy)phenyl)furan-3(2H)-one (2.0 g, 4.8 mmol) in DCM (5 ml) and diethyl ether (50 mL) at RT under an atmosphere of nitrogen. The reaction mixture was stirred at RT for 4 h upon which the solids were collected by filtration, washed with 20% DCM in diethyl ether and dried in vacuo to afford 5-(4-Methoxyphenyl)-2,2-dimethyl-4-(4-((5-methylpyridin-2-yl)methoxy)phenyl)fura... The reactants are C(C)(C)(C)N1N=CC(=C(C1=O)COS(=O)(=O)C1=CC=C(C=C1)C)SCC1=CC=C(C=C1)C(C)(C)C (2-tert-butyl-4-p-toluenesulfonyloxymethyl-5-(4-tert-butylbenzyl)thio-3(2H)-pyridazinone), [F-].C(CCC)[N+](CCCC)(CCCC)CCCC (tetrabutylammonium fluoride), ClCCl (dichloromethane). The solvent is O (water). Reaction conditions: time 15 minute. Yields the product C(C)(C)(C)N1N=CC(=C(C1=O)CF)SCC1=CC=C(C=C1)C(C)(C)C (2-tert-butyl-4-fluoromethyl-5-(4-tert-butylbenzyl)thio-3(2H)-pyridazinone). RXN SMILES: [C:1]([N:5]1[C:10](=[O:11])[C:9]([CH2:12]OS(C2C=CC(C)=CC=2)(=O)=O)=[C:8]([S:24][CH2:25][C:26]2[CH:31]=[CH:30][C:29]([C:32]([CH3:35])([CH3:34])[CH3:33])=[CH:28][CH:27]=2)[CH:7]=[N:6]1)([CH3:4])([CH3:3])[CH3:2].[F-:36].C([N+](CCCC)(CCCC)CCCC)CCC.ClCCl>O>[C:1]([N:5]1[C:10](=[O:11])[C:9]([CH2:12][F:36])=[C:8]([S:24][CH2:25][C:26]2[CH:31]=[CH:30][C:29]([C:32]([CH3:35])([CH3:34])[CH3:33])=[CH:28][CH:27]=2)[CH:7]=[N:6]1)([CH3:4])([CH3:3])[CH3:2] |f:1.2|. Reported procedure: To a 15 ml round bottom flask charged with 2-tert-butyl-4-p-toluenesulfonyloxymethyl-5-(4-tert-butylbenzyl)thio-3(2H)-pyridazinone (0.5 g, 0.972 mmol) is added 4.86 ml of tetrabutylammonium fluoride solution (1M in THF, 4.86 mmol). The mixture is first stirred at room temperature for 15 minutes after which it is heated for 15 minutes at 100° C. The solution is then cooled to room temperature and to it is added dichloromethane followed by water. The layers were separated and the organic layer is ... Reactants: COc1ccc2[nH]cc(CCN)c2c1, CCOC(C)=O, ClCCl, O=C(Cl)C1CCCO1, c1ccccc1. Product: COc1ccc2[nH]cc(CCNC(=O)C3CCCO3)c2c1. As a reaction SMILES: [CH3:1][O:2][c:3]1[cH:4][cH:5][c:6]2[nH:7][cH:8][c:9]([CH2:10][CH2:11][NH2:12])[c:13]2[cH:14]1.[CH3:23][CH2:24][O:25][C:26](=[O:27])[CH3:28].[Cl:35][CH2:36][Cl:37].[O:15]1[CH:16]([C:20](=[O:21])[Cl:22])[CH2:17][CH2:18][CH2:19]1.[cH:29]1[cH:30][cH:31][cH:32][cH:33][cH:34]1>>[CH3:1][O:2][c:3]1[cH:4][cH:5][c:6]2[nH:7][cH:8][c:9]([CH2:10][CH2:11][NH:12][C:20]([CH:16]3[O:15][CH2:19][CH2:18][CH2:17]3)=[O:21])[c:13]2[cH:14]1.